Dataset: the Open Reaction Database (ORD), a public repository of structured organic reaction records. Task: describe an organic reaction: reactants, conditions, products, and yield Starting materials: NN (hydrazine), ClC1=CC=2C(C3=CC=CC=C3C(C2C=C1)=O)=O (2-chloroanthraquinone). Solvent: N1=CC=CC=C1 (pyridine). Conditions: temperature 100 celsius. Yields the product crude material, N=1NC2=C3C1C1=CC=CC=C1C(C3=CC=C2)=O (anthra[1,9cd]pyrazol-6(2H)-one). Reaction SMILES: [NH2:1][NH2:2].Cl[C:4]1[CH:17]=[CH:16][C:15]2[C:14](=[O:18])[C:13]3[C:8](=[CH:9][CH:10]=[CH:11][CH:12]=3)[C:7](=O)[C:6]=2[CH:5]=1>N1C=CC=CC=1>[N:1]1[NH:2][C:9]2[CH:10]=[CH:11][CH:12]=[C:13]3[C:8]=2[C:7]=1[C:6]1[C:15]([C:14]3=[O:18])=[CH:16][CH:17]=[CH:4][CH:5]=1. Procedure: Anhydrous hydrazine is added to a solution of 2-chloroanthraquinone (Aldrich) in 10 mL pyridine, and the mixture heated at 100° C. for 16 hours. The mixture is cooled and the solvent is evaporated in vacuo. The residue is taken in hot 6N HCl, and the solid is collected by filtration. Flash chromatography of the crude material on silica gel affords anthra[1,9cd]pyrazol-6(2H)-one (“Compound 1”) as yellow solids. The reactants are CCO, CC1CCC=CCCCCC(=O)N(C)C(C)C(=O)NC(C(O)CCl)C1. Product: CC1CCCCCCCCC(=O)N(C)C(C)C(=O)NC(C(O)CCl)C1. As a reaction SMILES: [CH3:26][CH2:27][OH:28].[Cl:1][CH2:2][CH:3]([OH:4])[CH:5]1[CH2:6][CH:7]([CH3:25])[CH2:8][CH2:9][CH:10]=[CH:11][CH2:12][CH2:13][CH2:14][CH2:15][C:16](=[O:24])[N:17]([CH3:23])[CH:18]([CH3:22])[C:19](=[O:21])[NH:20]1>>[Cl:1][CH2:2][CH:3]([OH:4])[CH:5]1[CH2:6][CH:7]([CH3:25])[CH2:8][CH2:9][CH2:10][CH2:11][CH2:12][CH2:13][CH2:14][CH2:15][C:16](=[O:24])[N:17]([CH3:23])[CH:18]([CH3:22])[C:19](=[O:21])[NH:20]1. The reactants are C(CCCCCCCCCCCCCCCCCC)NC=1C=C(C(=C(C1)C(=O)O)C(=O)O)C(=O)O (5-nonadecylamino-1,2,3-benzenetricarboxylic acid), 5-alkylamino-1,2,3-benzenetricarboxylic acid triphenyl esters, C(CCCCCCCCCCCCCC)NC=1C=C(C(=C(C1)C(=O)O)C(=O)O)C(=O)O (5-pentadecylamino-1,2,3-benzenetricarboxylic acid), C(CCCCCCCCC)NC=1C=C(C(=C(C1)C(=O)O)C(=O)O)C(=O)O (5-decylamino-1,2,3-benzenetricarboxylic acid), C(CCCCCCCCCCCCCCCC)NC=1C=C(C(=C(C1)C(=O)O)C(=O)O)C(=O)O (5-heptadecylamino-1,2,3-benzenetricarboxylic acid), C(CCCCCCCCCC)NC=1C=C(C(=C(C1)C(=O)O)C(=O)O)C(=O)O (5-undecylamino-1,2,3-benzenetricarboxylic acid), C(CCCCCCCCCCCCCCCCC)NC=1C=C(C(=C(C1)C(=O)O)C(=O)O)C(=O)O (5-octadecylamino-1,2,3-benzenetricarboxylic acid), C(CCCCCCCCCCCC)NC=1C=C(C(=C(C1)C(=O)O)C(=O)O)C(=O)O (5-tridecylamino-1,2,3-benzenetricarboxylic acid), CC(CCCCCCCCCCCCCNC=1C=C(C(=C(C1)C(=O)O)C(=O)O)C(=O)O)C (5-(14-methylpentadecyl)amino-1,2,3-benzenetricarboxylic acid), C(CCCCCCCCCCCCC)NC=1C=C(C(=C(C1)C(=O)O)C(=O)O)C(=O)O (5-tetradecylamino-1,2,3-benzenetricarboxylic acid), C(CCCCCCCCCCC)NC=1C=C(C(=C(C1)C(=O)O)C(=O)O)C(=O)O (5-dodecylamino-1,2,3-benzenetricarboxylic acid), C(CCCCCCC)NC=1C=C(C(=C(C1)C(=O)O)C(=O)O)C(=O)O (5-octylamino-1,2,3-benzenetricarboxylic acid), C(CCCCCCCC)NC=1C=C(C(=C(C1)C(=O)O)C(=O)O)C(=O)O (5-nonylamino-1,2,3-benzenetricarboxylic acid), CC(CCCCCCCCCC)NC=1C=C(C(=C(C1)C(=O)O)C(=O)O)C(=O)O (5-(1-methylundecyl)amino-1,2,3-benzenetricarboxylic acid). Product: C(CCCCCCCCCCCCCCC)NC=1C=C(C(=C(C1)C(=O)O)C(=O)O)C(=O)O (5-Hexadecylamino-1,2,3-benzenetricarboxylic acid). As a reaction SMILES: [CH2:1]([NH:9][C:10]1[CH:11]=[C:12]([C:22]([OH:24])=[O:23])[C:13]([C:19]([OH:21])=[O:20])=[C:14]([C:16]([OH:18])=[O:17])[CH:15]=1)[CH2:2][CH2:3][CH2:4][CH2:5][CH2:6][CH2:7][CH3:8].[CH2:25](NC1C=C(C(O)=O)C(C(O)=O)=C(C(O)=O)C=1)[CH2:26][CH2:27][CH2:28][CH2:29][CH2:30][CH2:31][CH2:32]C.C(NC1C=C(C(O)=O)C(C(O)=O)=C(C(O)=O)C=1)CCCCCCCCC.C(NC1C=C(C(O)=O)C(C(O)=O)=C(C(O)=O)C=1)CCCCCCCCCC.CC(NC1C=C(C(O)=O)C(C(O)=O)=C(C(O)=O)C=1)CCCCCCCCCC.C(NC1C=C(C(O)=O)C(C(O)=O)=C(C(O)=O)C=1)CCCCCCCCCCC.C(NC1C=C(C(O)=O)C(C(O)=O)=C(C(O)=O)C=1)CCCCCCCCCCCC.C(NC1C=C(C(O)=O)C(C(O)=O)=C(C(O)=O)C=1)CCCCCCCCCCCCC.C(NC1C=C(C(O)=O)C(C(O)=O)=C(C(O)=O)C=1)CCCCCCCCCCCCCC.CC(C)CCCCCCCCCCCCCNC1C=C(C(O)=O)C(C(O)=O)=C(C(O)=O)C=1.C(NC1C=C(C(O)=O)C(C(O)=O)=C(C(O)=O)C=1)CCCCCCCCCCCCCCCC.C(NC1C=C(C(O)=O)C(C(O)=O)=C(C(O)=O)C=1)CCCCCCCCCCCCCCCCC.C(NC1C=C(C(O)=O)C(C(O)=O)=C(C(O)=O)C=1)CCCCCCCCCCCCCCCCCC>>[CH2:1]([NH:9][C:10]1[CH:15]=[C:14]([C:16]([OH:18])=[O:17])[C:13]([C:19]([OH:21])=[O:20])=[C:12]([C:22]([OH:24])=[O:23])[CH:11]=1)[CH2:2][CH2:3][CH2:4][CH2:5][CH2:6][CH2:7][CH2:8][CH2:25][CH2:26][CH2:27][CH2:28][CH2:29][CH2:30][CH2:31][CH3:32]. Procedure details: Similarly, the 5-alkylamino-1,2,3-benzenetricarboxylic acid triphenyl esters described in Example 5 give, respectively, 5-octylamino-1,2,3-benzenetricarboxylic acid, 5-nonylamino-1,2,3-benzenetricarboxylic acid, 5-decylamino-1,2,3-benzenetricarboxylic acid, 5-undecylamino-1,2,3-benzenetricarboxylic acid, 5-(1-methylundecyl)amino-1,2,3-benzenetricarboxylic acid, 5-dodecylamino-1,2,3-benzenetricarboxylic acid, 5-tridecylamino-1,2,3-benzenetricarboxylic acid, 5-tetradecylamino-1,2,3-benzenetricarbo... Starting materials: C(C)(C)(C)OC(=O)NCC1(CCN(CC1)C(=O)OCC1=CC=CC=C1)CC1CC1 (benzyl 4-((tert-butoxycarbonylamino)methyl)-4-(cyclopropylmethyl)piperidine-1-carboxylate). Reagents/catalysts: [Pd] (Pd/C). Run in CO (MeOH). Reaction conditions: time 8 hour. Yields the product C1(CC1)CC1(CCNCC1)CNC(OC(C)(C)C)=O (tert-butyl (4-(cyclopropylmethyl)piperidin-4-yl)methylcarbamate). The yield is 99.4%. As a reaction SMILES: [C:1]([O:5][C:6]([NH:8][CH2:9][C:10]1([CH2:26][CH:27]2[CH2:29][CH2:28]2)[CH2:15][CH2:14][N:13](C(OCC2C=CC=CC=2)=O)[CH2:12][CH2:11]1)=[O:7])([CH3:4])([CH3:3])[CH3:2]>CO.[Pd]>[CH:27]1([CH2:26][C:10]2([CH2:9][NH:8][C:6](=[O:7])[O:5][C:1]([CH3:3])([CH3:2])[CH3:4])[CH2:15][CH2:14][NH:13][CH2:12][CH2:11]2)[CH2:29][CH2:28]1. Reported procedure: In one portion, 10% Pd/C (0.159 g, 1.491 mmol) was added to a mixture of benzyl 4-((tert-butoxycarbonylamino)methyl)-4-(cyclopropylmethyl)piperidine-1-carboxylate (0.60 g, 1.5 mmol, prepared using AF from benzyl 4-cyanopiperidine-1-carboxylate [Oakwood] with (bromomethyl)cyclopropane, AE, O with Boc2O) in MeOH (50 mL) at rt. The mixture was stirred under H2 at rt overnight. The mixture was filtered and concentrated in vacuo to provide tert-butyl (4-(cyclopropylmethyl)piperidin-4-yl)methylcarbama...